Task: describe an organic reaction: reactants, conditions, products, and yield. Dataset: the Open Reaction Database (ORD), a public repository of structured organic reaction records Starting materials: C(C)(C)(C)OC(N[C@@H](C)C1=CC(=CC=C1)O)=O ((S)-[1-(3-hydroxy-phenyl)-ethyl]-carbamic acid tert-butyl ester), BrC=1C=NC=CC1 (3-bromopyridine), C([O-])([O-])=O.[K+].[K+] (potassium carbonate). The reagents and catalysts are [Cu](I)I (copper iodide). The solvent is CCOC(=O)C (EtOAc). Reaction conditions: temperature 115 celsius. The product is C(C)(C)(C)OC(N[C@@H](C)C1=CC(=CC=C1)OC=1C=NC=CC1)=O ((S)-{1-[3-(Pyridin-3-yloxy)-phenyl]-ethyl}-carbamic acid tert-butyl ester). Yield: 48.4%. RXN SMILES: [C:1]([O:5][C:6](=[O:17])[NH:7][C@H:8]([C:10]1[CH:15]=[CH:14][CH:13]=[C:12]([OH:16])[CH:11]=1)[CH3:9])([CH3:4])([CH3:3])[CH3:2].Br[C:19]1[CH:20]=[N:21][CH:22]=[CH:23][CH:24]=1.C(=O)([O-])[O-].[K+].[K+]>[Cu](I)I.CCOC(C)=O>[C:1]([O:5][C:6](=[O:17])[NH:7][C@H:8]([C:10]1[CH:15]=[CH:14][CH:13]=[C:12]([O:16][C:19]2[CH:20]=[N:21][CH:22]=[CH:23][CH:24]=2)[CH:11]=1)[CH3:9])([CH3:2])([CH3:3])[CH3:4] |f:2.3.4|. Procedure details: A mixture of (S)-[1-(3-hydroxy-phenyl)-ethyl]-carbamic acid tert-butyl ester (10 g, 42.1 mmol), 3-bromopyridine (8 g, 50.6 mmol), potassium carbonate (powder, 14 g, 101 mmol) and copper iodide (325 mesh powder, 6 g, 31.6 mmol) was heated at 115° C. for 48 h. The reaction mixture was cooled to room temperature and concentrated in vacuo then CH2Cl2 (100 mL) was added, the reaction mixture was filtered, and the filtrate was washed with H2O (3×50 mL) and brine (100 mL), dried over anhydrous magnesiu... Reactants: OCCN1C=NC2=C(C1=O)C1=C(S2)CCN(C1)CC (3-(2-hydroxyethyl)-6-ethyl-3,4, 5,6,7,8-hexahydropyrido[3',4':4,5]thieno-[2,3-d]pyrimidin-4-one), S(=O)(Cl)Cl (thionyl chloride). The solvent is ClCCCl (1,2-dichloroethane), ClCCCl (1,2-dichloroethane). Product: ClCCN1C=NC2=C(C1=O)C1=C(S2)CCN(C1)CC (3-(2-Chloroethyl)-6-ethyl-3,4,5,6,7,8-hexahydropyrido[3',4':4,5]thieno[2,3-d]pyrimidin-4-one). The yield is 83.0%. As a reaction SMILES: O[CH2:2][CH2:3][N:4]1[C:9](=[O:10])[C:8]2[C:11]3[CH2:17][N:16]([CH2:18][CH3:19])[CH2:15][CH2:14][C:12]=3[S:13][C:7]=2[N:6]=[CH:5]1.S(Cl)([Cl:22])=O>ClCCCl>[Cl:22][CH2:2][CH2:3][N:4]1[C:9](=[O:10])[C:8]2[C:11]3[CH2:17][N:16]([CH2:18][CH3:19])[CH2:15][CH2:14][C:12]=3[S:13][C:7]=2[N:6]=[CH:5]1. Reported procedure: 10.5 g (37.6 mM [sic]) of 3-(2-hydroxyethyl)-6-ethyl-3,4, 5,6,7,8-hexahydropyrido[3',4':4,5]thieno-[2,3-d]pyrimidin-4-one in 100 ml of 1,2-dichloroethane were heated to reflux (slow dissolution) and then 3.5 ml (48 mM [sic]) of thionyl chloride in 20 ml of 1,2-dichloroethane were added dropwise. After refluxing for 1 h, the reaction mixture was allowed to cool, and the solid was filtered off with suction and washed with 1,2-dichloroethane. The crude product was partitioned between methylene chlo... Reactants: C(C=C)(=O)N (acrylamide), C(C=C)(=O)O (acrylic acid). The solvent is O (water). Run at temperature 30 celsius, time 20 minute. Yields the product C(C=C)(=O)N.C(C=C)(=O)O (acrylamide acrylic acid). Reaction SMILES: [C:1]([NH2:5])(=[O:4])[CH:2]=[CH2:3].[C:6]([OH:10])(=[O:9])[CH:7]=[CH2:8]>O>[C:1]([NH2:5])(=[O:4])[CH:2]=[CH2:3].[C:6]([OH:10])(=[O:9])[CH:7]=[CH2:8] |f:3.4|. Procedure details: 56 grams 50% acrylamide, 12 grams acrylic acid and 127 grams water were mixed, and warmed up to 30° C. Nitrogen was used to purge the flask. Then 0.7 gram ammonium persulfate in 3 grams of water and 0.7 gram sodium metabisulfite in 3 grams water were added, respectively. After 20 minutes, the reaction began to take place, the temperature slowly rose to 78° C. (max.) after stirring for 1.5 hour a 20% copolymer was thus produced with an acrylamide/acrylic acid ratio of 70/30. 7 grams NaOH in 30 gr... Reactants: [Li+].[OH-] (LiOH), solution, C1(CCCCC1)[C@H]1C(N2[C@@H](C[C@@H](OCC3=CC=CC(C=4C=CC=C(/C=C/CCCCN1)C4)=C3)C2)C(=O)OC)=O (methyl (9R, 11S, 14S,20E)-14-cyclohexyl-13-oxo-8-oxa-12,15-diazatetracyclo[20.3.1.12,6.19,12]octacosa-1(26),2(28),3,5,20,22,24-heptaene-11-carboxylate). Run in C1CCOC1.CCO.O (THF EtOH H2O). Reaction conditions: temperature 40 celsius, time 2 hour. Yields the product C1(CCCCC1)[C@H]1C(N2[C@@H](C[C@@H](OCC3=CC=CC(C=4C=CC=C(/C=C/CCCCN1)C4)=C3)C2)C(=O)O)=O ((9R,11S,14S,20E)-14-cyclohexyl-13-oxo-8-oxa-12,15-diazatetracyclo[20.3.1.12,6.19,12]octacosa-1(26),2(28),3,5,20,22,24-heptaene-11-carboxylic acid). RXN SMILES: [Li+].[OH-].[CH:3]1([C@@H:9]2[NH:33][CH2:32][CH2:31][CH2:30][CH2:29][CH:28]=[CH:27][C:26]3[CH:34]=[C:22]([CH:23]=[CH:24][CH:25]=3)[C:21]3=[CH:35][C:17](=[CH:18][CH:19]=[CH:20]3)[CH2:16][O:15][C@H:14]3[CH2:36][N:11]([C@H:12]([C:37]([O:39]C)=[O:38])[CH2:13]3)[C:10]2=[O:41])[CH2:8][CH2:7][CH2:6][CH2:5][CH2:4]1>C1COCC1.CCO.O>[CH:3]1([C@@H:9]2[NH:33][CH2:32][CH2:31][CH2:30][CH2:29][CH:28]=[CH:27][C:26]3[CH:34]=[C:22]([CH:23]=[CH:24][CH:25]=3)[C:21]3=[CH:35][C:17](=[CH:18][CH:19]=[CH:20]3)[CH2:16][O:15][C@H:14]3[CH2:36][N:11]([C@H:12]([C:37]([OH:39])=[O:38])[CH2:13]3)[C:10]2=[O:41])[CH2:8][CH2:7][CH2:6][CH2:5][CH2:4]1 |f:0.1,3.4.5|. Procedure details: LiOH (3.0 eq.) was added to a 0.04M solution of methyl (9R,11S,14S,20E)-14-cyclohexyl-13-oxo-8-oxa-12,15-diazatetracyclo[20.3.1.12,6.19,12]octacosa-1(26),2(28),3,5,20,22,24-heptaene-11-carboxylate 110 in a mixture of THF:EtOH:H2O (2:1:1) and the reaction mixture was stirred at 40° C. for 2 h. The solvents were removed under reduced pressure, the residue was suspended in EtOAc/H2O, aqueous (1N) HCl was added to acidic pH and the phases separated. The collected organic layers were dried (Na2SO4) a... The reactants are ClC1=CC=C(C(=O)NC=2C(=C(N3C=CC=CC23)C(C2=CC(=C(C=C2)[N+](=O)[O-])OC)=O)C)C=C1 (4-chloro-N-[3-(3-methoxy-4-nitrobenzoyl)-2-methylindolizin-1-yl]benzamide), [H][H] (hydrogen). Reagents/catalysts: [Pt]=O (platinum oxide). The solvent is CN(C=O)C (dimethylformamide). Yields the product ClC1=CC=C(C(=O)NC=2C(=C(N3C=CC=CC23)C(C2=CC(=C(C=C2)N)OC)=O)C)C=C1 (4-Chloro-N-[3-(4-amino-3-methoxybenzoyl)-2-methylindolizin-1-yl]benzamide). RXN SMILES: [Cl:1][C:2]1[CH:33]=[CH:32][C:5]([C:6]([NH:8][C:9]2[C:10]([CH3:31])=[C:11]([C:18](=[O:30])[C:19]3[CH:24]=[CH:23][C:22]([N+:25]([O-])=O)=[C:21]([O:28][CH3:29])[CH:20]=3)[N:12]3[C:17]=2[CH:16]=[CH:15][CH:14]=[CH:13]3)=[O:7])=[CH:4][CH:3]=1.[H][H]>CN(C)C=O.[Pt]=O>[Cl:1][C:2]1[CH:3]=[CH:4][C:5]([C:6]([NH:8][C:9]2[C:10]([CH3:31])=[C:11]([C:18](=[O:30])[C:19]3[CH:24]=[CH:23][C:22]([NH2:25])=[C:21]([O:28][CH3:29])[CH:20]=3)[N:12]3[C:17]=2[CH:16]=[CH:15][CH:14]=[CH:13]3)=[O:7])=[CH:32][CH:33]=1. Reported procedure: A mixture of 384 mg (0.83 mmol) of 4-chloro-N-[3-(3-methoxy-4-nitrobenzoyl)-2-methylindolizin-1-yl]benzamide and 115 mg of platinum oxide in 9 ml of dimethylformamide is stirred, under 5 bar of hydrogen, at room temperature for 24 hours, and then filtered on talc. The filtrate is concentrated under reduced pressure. Reactants: NCC1=CC=NC=C1 (4-aminomethylpyridine), CN(C=O)C (dimethylformamide), [C@@H]12[C@@H](CCCC1)C(=O)OC2=O (cis-1,2-cyclohexanedicarboxylic anhydride), [OH-].[K+] (potassium hydroxide). Run in O (water). Product: N1=CC=C(C=C1)CN1C([C@H]2CCCC[C@H]2C1=O)=O (2-(4-pyridinylmethyl)-cis-3a,4,5,6,7,7a-hexahydro-1H-isoindole-1,3(2H)-dione). Yield: 43.8%. RXN SMILES: [NH2:1][CH2:2][C:3]1[CH:8]=[CH:7][N:6]=[CH:5][CH:4]=1.CN(C)C=O.[C@@H:14]12[C:23](=O)[O:22][C:20](=[O:21])[C@@H:15]1[CH2:16][CH2:17][CH2:18][CH2:19]2.[OH-].[K+]>O>[N:6]1[CH:7]=[CH:8][C:3]([CH2:2][N:1]2[C:20](=[O:21])[C@H:15]3[C@H:14]([CH2:19][CH2:18][CH2:17][CH2:16]3)[C:23]2=[O:22])=[CH:4][CH:5]=1 |f:3.4|. Reported procedure: To 17.0 g (157 mmoles) of 4-aminomethylpyridine was added 40 mL of dimethylformamide and 24.2 g (157 mmoles) of cis-1,2-cyclohexanedicarboxylic anhydride. The mixture was heated under reflux for 2 hours. The cooled solution was diluted with water, made basic with aqueous potassium hydroxide, and extracted with ethyl acetate. The organic extracts were washed with saturated sodium bicarbonate solution and saturated sodium chloride solution, dried and evaporated to afford 16.8 g of 2-(4-pyridinylme...